describe an organic reaction: reactants, conditions, products, and yield From a dataset of the Open Reaction Database (ORD), a public repository of structured organic reaction records. Reactants: O (water), C(=O)C=1C=C(C(=O)NC2=CC(=C(C=C2)C)N2C=CN3N=C(C=C32)C=3C=NC=CC3)C=C(C1)S(F)(F)(F)(F)F (3-Formyl-N-{4-methyl-3-[6-(pyridin-3-yl)-1H-imidazo[1,2-b]pyrazol-1-yl]phenyl}-5-(pentafluoro-λ6-sulphanyl)benzamide), N1(CCNCC1)C(=O)OC(C)(C)C (tert-butyl piperazine-1-carboxylate), C(C)(=O)O[BH-](OC(C)=O)OC(C)=O.[Na+] (sodium triacetoxyborohydride). Run in ClCCl (dichloromethane). Run at time 3 hour. Yields the product CC1=C(C=C(C=C1)NC(C1=CC(=CC(=C1)CN1CCNCC1)S(F)(F)(F)(F)F)=O)N1C=CN2N=C(C=C21)C=2C=NC=CC2 (N-{4-Methyl-3-[6-(pyridin-3-yl)-1H-imidazo[1,2-b]pyrazol-1-yl]phenyl}-3-(pentafluoro-λ6-sulphanyl)-5-(piperazin-1-ylmethyl)benzamide). RXN SMILES: [CH:1]([C:3]1[CH:4]=[C:5]([CH:30]=[C:31]([S:33]([F:38])([F:37])([F:36])([F:35])[F:34])[CH:32]=1)[C:6]([NH:8][C:9]1[CH:14]=[CH:13][C:12]([CH3:15])=[C:11]([N:16]2[C:23]3[N:19]([N:20]=[C:21]([C:24]4[CH:25]=[N:26][CH:27]=[CH:28][CH:29]=4)[CH:22]=3)[CH:18]=[CH:17]2)[CH:10]=1)=[O:7])=O.[N:39]1(C(OC(C)(C)C)=O)[CH2:44][CH2:43][NH:42][CH2:41][CH2:40]1.C(O[BH-](OC(=O)C)OC(=O)C)(=O)C.[Na+].O>ClCCl>[CH3:15][C:12]1[CH:13]=[CH:14][C:9]([NH:8][C:6](=[O:7])[C:5]2[CH:4]=[C:3]([CH2:1][N:39]3[CH2:44][CH2:43][NH:42][CH2:41][CH2:40]3)[CH:32]=[C:31]([S:33]([F:38])([F:36])([F:34])([F:37])[F:35])[CH:30]=2)=[CH:10][C:11]=1[N:16]1[C:23]2[N:19]([N:20]=[C:21]([C:24]3[CH:25]=[N:26][CH:27]=[CH:28][CH:29]=3)[CH:22]=2)[CH:18]=[CH:17]1 |f:2.3|. Procedure: 90 mg (0.16 mmol) of the compound of Example 55A and 34 mg (0.18 mmol) of tert-butyl piperazine-1-carboxylate were dissolved in 3.2 ml of dichloromethane, 52 mg (0.25 mmol) of sodium triacetoxyborohydride were added and the mixture was stirred at RT for 3 h. 3 ml of water were then added, and the mixture was extracted with 6 ml of ethyl acetate. The organic phase was washed with saturated sodium chloride solution, dried over sodium sulphate, filtered and concentrated under reduced pressure. The ...